describe an organic reaction: reactants, conditions, products, and yield From a dataset of the Open Reaction Database (ORD), a public repository of structured organic reaction records. Starting materials: CC(C)N1CCC(Oc2ccc3c(c2)cc2n3C(C)CNC2=O)CC1, ClCc1ccncc1, Cl, [H-], [Na+]. Yields the product CC(C)N1CCC(Oc2ccc3c(c2)cc2n3C(C)CN(Cc3ccncc3)C2=O)CC1. Reaction SMILES: [CH:1]([CH3:2])([CH3:3])[N:4]1[CH2:5][CH2:6][CH:7]([O:10][c:11]2[cH:12][c:13]3[cH:14][c:15]4[n:16]([c:17]3[cH:18][cH:19]2)[CH:20]([CH3:25])[CH2:21][NH:22][C:23]4=[O:24])[CH2:8][CH2:9]1.[Cl:29][CH2:30][c:31]1[cH:32][cH:33][n:34][cH:35][cH:36]1.[ClH:28].[H-:26].[Na+:27]>>[CH:1]([CH3:2])([CH3:3])[N:4]1[CH2:5][CH2:6][CH:7]([O:10][c:11]2[cH:12][c:13]3[cH:14][c:15]4[n:16]([c:17]3[cH:18][cH:19]2)[CH:20]([CH3:25])[CH2:21][N:22]([CH2:30][c:31]2[cH:32][cH:33][n:34][cH:35][cH:36]2)[C:23]4=[O:24])[CH2:8][CH2:9]1. The reactants are COc1ccc(CO)cc1, CCCCC, FC(F)(F)c1csc(-c2nc(Cl)cc(Cl)n2)n1, [H-], [Na+], [Na+], O=C([O-])O. Product: COc1ccc(COc2cc(Cl)nc(-c3nc(C(F)(F)F)cs3)n2)cc1. As a reaction SMILES: [CH3:20][O:21][c:22]1[cH:23][cH:24][c:25]([CH2:26][OH:27])[cH:28][cH:29]1.[CH3:35][CH2:36][CH2:37][CH2:38][CH3:39].[Cl:3][c:4]1[n:5][c:6](-[c:11]2[s:12][cH:13][c:14]([C:16]([F:17])([F:18])[F:19])[n:15]2)[n:7][c:8]([Cl:10])[cH:9]1.[H-:2].[Na+:1].[Na+:34].[O-:30][C:31]([OH:32])=[O:33]>>[c:4]1([O:27][CH2:26][c:25]2[cH:24][cH:23][c:22]([O:21][CH3:20])[cH:29][cH:28]2)[n:5][c:6](-[c:11]2[s:12][cH:13][c:14]([C:16]([F:17])([F:18])[F:19])[n:15]2)[n:7][c:8]([Cl:10])[cH:9]1. The reactants are COC(COCCCCN1[C@H](CCC1=O)\C=C\C(CC1=CC(=CC=C1)Cl)=O)=O ((4-{(R)-2-[(E)-4-(3-chlorophenyl)-3-oxo-but-1-enyl]-5-oxo-pyrrolidin-1-yl}-butoxy)-acetic acid methyl ester), P(=O)([O-])([O-])[O-] (phosphate). The solvent is C(C)#N (acetonitrile), C(C)#N (Acetonitrile). Conditions: time 18 hour. The product is ClC=1C=C(C=CC1)CC(/C=C/[C@@H]1N(C(CC1)=O)CCCCOCC(=O)O)=O ((4-{(R)-2-[(E)-4-(3-chlorophenyl)-3-oxo-but-1-enyl]-5-oxo-pyrrolidin-1-yl}-butoxy)-acetic acid). The yield is 46.5%. Reaction SMILES: C[O:2][C:3](=[O:28])[CH2:4][O:5][CH2:6][CH2:7][CH2:8][CH2:9][N:10]1[C:14](=[O:15])[CH2:13][CH2:12][C@@H:11]1/[CH:16]=[CH:17]/[C:18](=[O:27])[CH2:19][C:20]1[CH:25]=[CH:24][CH:23]=[C:22]([Cl:26])[CH:21]=1.P([O-])([O-])([O-])=O>C(#N)C>[Cl:26][C:22]1[CH:21]=[C:20]([CH2:19][C:18](=[O:27])/[CH:17]=[CH:16]/[C@H:11]2[CH2:12][CH2:13][C:14](=[O:15])[N:10]2[CH2:9][CH2:8][CH2:7][CH2:6][O:5][CH2:4][C:3]([OH:28])=[O:2])[CH:25]=[CH:24][CH:23]=1. Procedure details: A mixture of (4-{(R)-2-[(E)-4-(3-chlorophenyl)-3-oxo-but-1-enyl]-5-oxo-pyrrolidin-1-yl}-butoxy)-acetic acid methyl ester (2.4 mg, 0.006 mmol), rabbit liver esterase (1 mg, 134 units/mg), pH 7.2 phosphate buffer (2.5 mL) and acetonitrile (0.1 mL) was stirred together at rt for 18 h. Acetonitrile (5 mL) was then added and the mixture was concentrated in vacuo to dryness. The residue was purified by flash column chromatography (0%→10% MeOH/CH2Cl2) to afford 1.1 mg (47%) of (4-{(R)-2-[(E)-4-(3-chlor... The product is CC1=CC=C2C(=CNC2=C1)C=1CCNCC1 (6-methyl-3-(1,2,3,6-tetrahydro-4-pyridyl)-1H-indole). The solvent is CO (methanol), CO (methanol). Reaction SMILES: [K].Cl.O.[NH:4]1[CH2:9][CH2:8][C:7](=O)[CH2:6][CH2:5]1.[CH3:11][C:12]1[CH:20]=[C:19]2[C:15]([CH:16]=[CH:17][NH:18]2)=[CH:14][CH:13]=1>CO>[CH3:11][C:12]1[CH:20]=[C:19]2[C:15]([C:16]([C:7]3[CH2:6][CH2:5][NH:4][CH2:9][CH:8]=3)=[CH:17][NH:18]2)=[CH:14][CH:13]=1 |f:1.2.3,^1:0|. Procedure details: To a solution of potassium hydroxyde (16 g) in methanol were added at 5° C. 4-piperidone hydrate hydrochloride (30 g) and a solution of 6-methyl-1H-indole (10 g) in methanol (50 ml). The mixture was refluxed for 16 hours. After cooling precipitated inorganic salts were filtered off. Methanol was evaporated and the remaining oil was dissolved in ethyl acetate (200 ml) and subsequently washed with brine (2×100 ml). After drying (anh. MgSO4) the solvent was evaporated leaving 15 g of crude 6-methyl... Yield: 92.7%. Starting materials: Cl.O.N1CCC(CC1)=O (4-piperidone hydrate hydrochloride), [K] (potassium), CC1=CC=C2C=CNC2=C1 (6-methyl-1H-indole). Reactants: CC(c1cccc2ccccc12)N(CC1CNCCC1c1ccccc1)C(=O)OC(C)(C)C, O=C([O-])O, C1CCOC1, COC(=O)c1ccc(OC(=O)Cl)cc1, [Na+], O. The product is COC(=O)c1ccc(OC(=O)N2CCC(c3ccccc3)C(CN(C(=O)OC(C)(C)C)C(C)c3cccc4ccccc34)C2)cc1. Reaction SMILES: [C:1]([CH3:2])([CH3:3])([CH3:4])[O:5][C:6]([N:7]([CH2:8][CH:9]1[CH2:10][NH:11][CH2:12][CH2:13][CH:14]1[c:15]1[cH:16][cH:17][cH:18][cH:19][cH:20]1)[CH:21]([CH3:22])[c:23]1[cH:24][cH:25][cH:26][c:27]2[cH:28][cH:29][cH:30][cH:31][c:32]12)=[O:33].[C:34](=[O:35])([O-:36])[OH:37].[CH2:53]1[O:54][CH2:55][CH2:56][CH2:57]1.[Cl:39][C:40](=[O:41])[O:42][c:43]1[cH:44][cH:45][c:46]([C:47](=[O:48])[O:49][CH3:50])[cH:51][cH:52]1.[Na+:38].[OH2:58]>>[C:1]([CH3:2])([CH3:3])([CH3:4])[O:5][C:6]([N:7]([CH2:8][CH:9]1[CH2:10][N:11]([C:40](=[O:41])[O:42][c:43]2[cH:44][cH:45][c:46]([C:47](=[O:48])[O:49][CH3:50])[cH:51][cH:52]2)[CH2:12][CH2:13][CH:14]1[c:15]1[cH:16][cH:17][cH:18][cH:19][cH:20]1)[CH:21]([CH3:22])[c:23]1[cH:24][cH:25][cH:26][c:27]2[cH:28][cH:29][cH:30][cH:31][c:32]12)=[O:33]. Starting materials: N#Cc1nn(-c2c(Cl)cc(C(F)(F)F)cc2Cl)c(Br)c1S(=O)(=O)C(F)(F)F, O=C([O-])[O-], CCSCCCN, C1COCCO1, CN(C)C=O, ClCCl, [K+], [K+], O. Yields the product CCSCCCNc1c(S(=O)(=O)C(F)(F)F)c(C#N)nn1-c1c(Cl)cc(C(F)(F)F)cc1Cl. As a reaction SMILES: [Br:1][c:2]1[c:3]([S:21](=[O:22])(=[O:23])[C:24]([F:25])([F:26])[F:27])[c:4]([C:19]#[N:20])[n:5][n:6]1-[c:7]1[c:8]([Cl:18])[cH:9][c:10]([C:14]([F:15])([F:16])[F:17])[cH:11][c:12]1[Cl:13].[C:35](=[O:36])([O-:37])[O-:38].[CH2:28]([CH3:29])[S:30][CH2:31][CH2:32][CH2:33][NH2:34].[CH2:42]1[O:43][CH2:44][CH2:45][O:46][CH2:47]1.[CH3:48][N:49]([CH3:50])[CH:51]=[O:52].[Cl:53][CH2:54][Cl:55].[K+:39].[K+:40].[OH2:41]>>[c:2]1([NH:34][CH2:33][CH2:32][CH2:31][S:30][CH2:28][CH3:29])[c:3]([S:21](=[O:22])(=[O:23])[C:24]([F:25])([F:26])[F:27])[c:4]([C:19]#[N:20])[n:5][n:6]1-[c:7]1[c:8]([Cl:18])[cH:9][c:10]([C:14]([F:15])([F:16])[F:17])[cH:11][c:12]1[Cl:13]. The reactants are COC(C(C1=NC=CC=C1)NC([C@H](C)NC(=O)OC(C)(C)C)=O)=O (((S)-2-tert-Butoxycarbonylamino-propionylamino)-pyridin-2-yl-acetic acid methyl ester), Cl (HCl). The solvent is O1CCOCC1 (dioxane), O1CCOCC1 (dioxane). Run at time 1 hour. Yields the product title compound, COC(C(C1=NC=CC=C1)NC([C@H](C)N)=O)=O (((S)-2-Amino-propionylamino)-pyridin-2-yl-acetic acid methyl ester). Yield: 113.8%. As a reaction SMILES: [CH3:1][O:2][C:3](=[O:24])[CH:4]([NH:11][C:12](=[O:23])[C@@H:13]([NH:15]C(OC(C)(C)C)=O)[CH3:14])[C:5]1[CH:10]=[CH:9][CH:8]=[CH:7][N:6]=1.Cl>O1CCOCC1>[CH3:1][O:2][C:3](=[O:24])[CH:4]([NH:11][C:12](=[O:23])[C@@H:13]([NH2:15])[CH3:14])[C:5]1[CH:10]=[CH:9][CH:8]=[CH:7][N:6]=1. Reported procedure: To a solution of ((S)-2-tert-Butoxycarbonylamino-propionylamino)-pyridin-2-yl-acetic acid methyl ester (337 mg, 1.00 mmol) in dioxane (2 mL) was added 4 N HCl in dioxane (1.00 mL, 4.00 mmol). The reaction was stirred at room temperature for 1 h. Removal of solvents in vacuo provided the title compound ((S)-2-Amino-propionylamino)-pyridin-2-yl-acetic acid methyl ester (270 mg) as a HCl salt, m/z 210.96 [M+1]+ Reaction SMILES: [CH2:26]([CH3:27])[O:28][CH2:29][CH2:30][CH2:31][NH2:32].[CH3:33][S:34]([CH3:35])=[O:36].[Cl:1][c:2]1[n:3][c:4](-[c:9]2[n:10][n:11]([CH2:18][c:19]3[c:20]([F:25])[cH:21][cH:22][cH:23][cH:24]3)[c:12]3[n:13][cH:14][cH:15][cH:16][c:17]23)[n:5][c:6]([CH3:8])[cH:7]1>>[c:2]1([NH:32][CH2:31][CH2:30][CH2:29][O:28][CH2:26][CH3:27])[n:3][c:4](-[c:9]2[n:10][n:11]([CH2:18][c:19]3[c:20]([F:25])[cH:21][cH:22][cH:23][cH:24]3)[c:12]3[n:13][cH:14][cH:15][cH:16][c:17]23)[n:5][c:6]([CH3:8])[cH:7]1. Yields the product CCOCCCNc1cc(C)nc(-c2nn(Cc3ccccc3F)c3ncccc23)n1. The reactants are CCOCCCN, CS(C)=O, Cc1cc(Cl)nc(-c2nn(Cc3ccccc3F)c3ncccc23)n1. The solvent is C(C)(=O)O (acetic acid). Procedure: A solution of 7.06 g. of (1S,5R,6S)-6-formyl-2-oxabicyclo[3,3,0]octan-3-one [E.J. Corey et al., J. Org. Chem. 39: 256 (1974)] in 450 ml. of absolute tetrahydrofuran is combined with 13.3 g. of the lithium salt of dimethyl-2-oxo-3-phenoxypropyl phosphonate (preparation: see Example 1). The mixture is stirred at room temperature under argon for 2 hours, then neutralized with glacial acetic acid, concentrated under vacuum, combined with 300 ml. of methylene chloride, and the mixture is extracted wi... Yields the product O=C(/C=C/[C@@H]1[C@H]2CC(O[C@H]2CC1)=O)COC1=CC=CC=C1 ((1S,5R,6R)-6-[(E)-3-Oxo-4-phenoxy-1-butenyl]-2-oxabicyclo[3,3,0]octan-3-one). Reaction conditions: time 2 hour. Starting materials: C(=O)[C@@H]1[C@H]2CC(O[C@H]2CC1)=O ((1S,5R,6S)-6-formyl-2-oxabicyclo[3,3,0]octan-3-one), O=C(/C=C/[C@@H]1[C@H]2CC(O[C@H]2C[C@H]1OC(C1=CC=CC=C1)=O)=O)COC1=CC=CC=C1 ((1S,5R,6R,7R)-6-[(E)-3-Oxo-4-phenoxy-1-butenyl]-7-benzoyloxy-2-oxabicyclo[3,3,0]octan-3-one), O1CCCC1 (tetrahydrofuran), [Li] (lithium). As a reaction SMILES: C([C@H]1CC[C@H]2[C@@H]1CC(=O)O2)=O.O1CCCC1.[Li].[O:18]=[C:19]([CH2:40][O:41][C:42]1[CH:47]=[CH:46][CH:45]=[CH:44][CH:43]=1)/[CH:20]=[CH:21]/[C@H:22]1[C@H:29](OC(=O)C2C=CC=CC=2)[CH2:28][C@H:27]2[C@@H:23]1[CH2:24][C:25](=[O:39])[O:26]2>C(O)(=O)C>[O:18]=[C:19]([CH2:40][O:41][C:42]1[CH:47]=[CH:46][CH:45]=[CH:44][CH:43]=1)/[CH:20]=[CH:21]/[C@H:22]1[CH2:29][CH2:28][C@H:27]2[C@@H:23]1[CH2:24][C:25](=[O:39])[O:26]2 |^1:16|. Reactants: ClC1=CC=C(C=C1)C1=NC=2N(C=C1)N=CC2C(=O)OCC (ethyl 5-(4-chloro-phenyl)-pyrazolo[1,5-a]pyrimidine-3-carboxylate), [OH-].[Na+] (sodium hydroxide). Solvent: CO (methanol), O (water). Conditions: temperature 70 celsius. Yields the product ClC1=CC=C(C=C1)C1=NC=2N(C=C1)N=CC2C(=O)O (5-(4-chloro-phenyl)-pyrazolo[1,5-a]pyrimidine-3-carboxylic acid). The yield is 100.5%. RXN SMILES: [Cl:1][C:2]1[CH:7]=[CH:6][C:5]([C:8]2[CH:13]=[CH:12][N:11]3[N:14]=[CH:15][C:16]([C:17]([O:19]CC)=[O:18])=[C:10]3[N:9]=2)=[CH:4][CH:3]=1.[OH-].[Na+]>CO.O>[Cl:1][C:2]1[CH:7]=[CH:6][C:5]([C:8]2[CH:13]=[CH:12][N:11]3[N:14]=[CH:15][C:16]([C:17]([OH:19])=[O:18])=[C:10]3[N:9]=2)=[CH:4][CH:3]=1 |f:1.2|. Procedure details: A mixture of ethyl 5-(4-chloro-phenyl)-pyrazolo[1,5-a]pyrimidine-3-carboxylate (0.12 g, 0.4 mmol) and 0.5 N sodium hydroxide solution (4 mL) in methanol (4 mL) was heated to 70° C. for 2 h. The mixture was cooled, diluted with water (8 mL) and concentrated in vacuo. The aqueous solution was acidified to pH 2 by the addition of 3N HCl. The precipitate was isolated by filtration, washed with water, and dried to give 5-(4-chloro-phenyl)-pyrazolo[1,5-a]pyrimidine-3-carboxylic acid (0.11 g, 100%). Of...